Dataset: the Open Reaction Database (ORD), a public repository of structured organic reaction records. Task: describe an organic reaction: reactants, conditions, products, and yield Starting materials: CCN(CC)c1ccccc1, CN(C)C=O, O=c1c2c([nH]n1-c1ccc(Cl)cc1F)CCC2, [Na+], [OH-], O, O=P(Br)(Br)Br. Product: Fc1cc(Cl)ccc1-n1nc2c(c1Br)CCC2. Reaction SMILES: [CH2:23]([N:24]([CH2:25][CH3:26])[c:27]1[cH:28][cH:29][cH:30][cH:31][cH:32]1)[CH3:33].[CH3:37][N:38]([CH3:39])[CH:40]=[O:41].[Cl:1][c:2]1[cH:3][c:4]([F:17])[c:5](-[n:8]2[nH:9][c:10]3[c:11]([c:12]2=[O:13])[CH2:14][CH2:15][CH2:16]3)[cH:6][cH:7]1.[Na+:35].[OH-:34].[OH2:36].[P:18]([Br:19])([Br:20])([Br:21])=[O:22]>>[Cl:1][c:2]1[cH:3][c:4]([F:17])[c:5](-[n:8]2[n:9][c:10]3[c:11]([c:12]2[Br:20])[CH2:14][CH2:15][CH2:16]3)[cH:6][cH:7]1. Starting materials: CC(C)CNc1ccccc1CSc1nc2ncccc2[nH]1, ClC(Cl)Cl, O=C(OO)c1cccc(Cl)c1, [Na+], O=C([O-])O. Product: CC(C)CNc1ccccc1CS(=O)c1nc2ncccc2[nH]1. RXN SMILES: [CH2:1]([CH:2]([CH3:3])[CH3:4])[NH:5][c:6]1[c:7]([CH2:8][S:9][c:10]2[nH:11][c:12]3[c:13]([n:14][cH:15][cH:16][cH:17]3)[n:18]2)[cH:19][cH:20][cH:21][cH:22]1.[CH:39]([Cl:40])([Cl:41])[Cl:42].[Cl:23][c:24]1[cH:25][cH:26][cH:27][c:28]([C:29]([O:30][OH:32])=[O:31])[cH:33]1.[Na+:38].[O-:34][C:35]([OH:36])=[O:37]>>[CH2:1]([CH:2]([CH3:3])[CH3:4])[NH:5][c:6]1[c:7]([CH2:8][S:9]([c:10]2[nH:11][c:12]3[c:13]([n:14][cH:15][cH:16][cH:17]3)[n:18]2)=[O:31])[cH:19][cH:20][cH:21][cH:22]1.